describe an organic reaction: reactants, conditions, products, and yield From a dataset of the Open Reaction Database (ORD), a public repository of structured organic reaction records. Reactants: CC=1N=C(SC1)C=1C(NC(NC1)=O)=O (5-(4-methyl-1,3-thiazol-2-yl)-2,4(1H,3H)-pyrimidinedione), C(C1=CC=CC=C1)(=O)Cl (BENZOYL CHLORIDE), O (Water). The solvent is N1=CC=CC=C1 (Pyridine), N1=CC=CC=C1 (Pyridine), CCOC(=O)C (EtOAc). Conditions: time 7 hour. Product: CC=1N=C(SC1)C=1C(N(C(NC1)=O)C(=O)C1=CC=CC=C1)=O (5-(4-methyl-1,3-thiazol-2-yl)-3-(phenylcarbonyl)-2,4(1H,3H)-pyrimidinedione). Yield: 54.1%. RXN SMILES: [CH3:1][C:2]1[N:3]=[C:4]([C:7]2[C:8](=[O:14])[NH:9][C:10](=[O:13])[NH:11][CH:12]=2)[S:5][CH:6]=1.[C:15](Cl)(=[O:22])[C:16]1[CH:21]=[CH:20][CH:19]=[CH:18][CH:17]=1.O>N1C=CC=CC=1.CCOC(C)=O>[CH3:1][C:2]1[N:3]=[C:4]([C:7]2[C:8](=[O:14])[N:9]([C:15]([C:16]3[CH:21]=[CH:20][CH:19]=[CH:18][CH:17]=3)=[O:22])[C:10](=[O:13])[NH:11][CH:12]=2)[S:5][CH:6]=1. Procedure: 5-(4-methyl-1,3-thiazol-2-yl)-2,4(1H,3H)-pyrimidinedione (Prep41, 300 mg, 0.760 mmol) suspended in dry Pyridine (3 ml) was slowly added to a stirring solution of BENZOYL CHLORIDE (0.265 ml, 2.280 mmol) in Pyridine (1 mL) under nitrogen atmosphere. The resulting yellow solution was stirred at rt for 7 hours. Water was added (3 mL) and the mixture was extracted with EtOAc (10 mL). The organic was washed with NH4Cl saturated aqueous solution (2×2 mL) then with NaHCO3 aqueous saturated solution (1×3... Starting materials: N1C(=O)NC(=O)CC1=O (barbituric acid), OC=1C=C(C=O)C=C(C1O)[N+](=O)[O-] (3,4-dihydroxy-5-nitrobenzaldehyde), S(=O)(Cl)Cl (thionyl chloride). Solvent: CC(C)O (2-propanol). Run at time 100 hour. The product is OC=1C=C(C=C(C1O)[N+](=O)[O-])C=C1C(NC(NC1=O)=O)=O (5-[(3,4-Dihydroxy-5-nitrophenyl)methylidene]-2,4,6(1H,3H,5H)-pyrimidinetrione). Reaction SMILES: [NH:1]1[C:8](=[O:9])[CH2:7][C:5](=[O:6])[NH:4][C:2]1=[O:3].[OH:10][C:11]1[CH:12]=[C:13]([CH:16]=[C:17]([N+:20]([O-:22])=[O:21])[C:18]=1[OH:19])[CH:14]=O.S(Cl)(Cl)=O>CC(O)C>[OH:10][C:11]1[CH:12]=[C:13]([CH:14]=[C:7]2[C:5](=[O:6])[NH:4][C:2](=[O:3])[NH:1][C:8]2=[O:9])[CH:16]=[C:17]([N+:20]([O-:22])=[O:21])[C:18]=1[OH:19]. Procedure: To a solution containing 1.28 g (0.01 mol) of barbituric acid and 1.83 g (0.01 mol) of 3,4-dihydroxy-5-nitrobenzaldehyde in 20 ml of 2-propanol was gradually added 5.0 ml of thionyl chloride. The mixture was stirred for 100 h at room temperature. The product was filtered, washed with 2-propanol and recrystallized from acetic acid. Yield 1.28 g (44%) , mp 269°-272° C. Reactants: ClC1=CC(=NC=2N1N=C(C2)C)NC(=O)[C@H]2[C@@H](C2)C2=CC=CC=C2 ((1R,2R)—N-(7-chloro-2-methylpyrazolo[1,5-a]pyrimidin-5-yl)-2-phenylcyclopropanecarboxamide), Cl.N1CCC(CC1)NC(=O)N (1-(piperidin-4-yl)urea hydrochloride). The reagents and catalysts are CS(=O)C (DMSO). The solvent is CN1CCCC1=O (NMP), CO (methanol). Product: CC1=NN2C(N=C(C=C2N2CCC(CC2)NC(=O)N)NC(=O)[C@H]2[C@@H](C2)C2=CC=CC=C2)=C1 ((1R,2R)—N-(2-methyl-7-(4-ureidopiperidin-1-yl)pyrazolo[1,5-a]pyrimidin-5-yl)-2-phenylcyclopropanecarboxamide). Isolated yield 59.3%. Reaction SMILES: Cl[C:2]1[N:7]2[N:8]=[C:9]([CH3:11])[CH:10]=[C:6]2[N:5]=[C:4]([NH:12][C:13]([C@@H:15]2[CH2:17][C@H:16]2[C:18]2[CH:23]=[CH:22][CH:21]=[CH:20][CH:19]=2)=[O:14])[CH:3]=1.Cl.[NH:25]1[CH2:30][CH2:29][CH:28]([NH:31][C:32]([NH2:34])=[O:33])[CH2:27][CH2:26]1>CN1C(=O)CCC1.CS(C)=O.CO>[CH3:11][C:9]1[CH:10]=[C:6]2[N:5]=[C:4]([NH:12][C:13]([C@@H:15]3[CH2:17][C@H:16]3[C:18]3[CH:23]=[CH:22][CH:21]=[CH:20][CH:19]=3)=[O:14])[CH:3]=[C:2]([N:25]3[CH2:30][CH2:29][CH:28]([NH:31][C:32]([NH2:34])=[O:33])[CH2:27][CH2:26]3)[N:7]2[N:8]=1 |f:1.2|. Procedure: The title compound was prepared by combining (1R,2R)—N-(7-chloro-2-methylpyrazolo[1,5-a]pyrimidin-5-yl)-2-phenylcyclopropanecarboxamide (8D, 0.08 g, 0.245 mmol) and the 1-(piperidin-4-yl)urea hydrochloride (0.088 g, 0.490 mmol) in NMP (0.816 ml) and heating the mixture at 85° C. overnight. After cooling to room temperature, the mixture was diluted with a few drops of DMSO and methanol, and was then purified by 40-60% preparatory HPLC (ACN/MeOH)/H2O+0.01% TFA). Lyophilization of the combined frac... Starting materials: [Al+3], CCCCCCCCCCCCCCOc1ccc(C(N)=O)cc1, [H-], [H-], [H-], [H-], [Li+], [Na+], [Na+], O=S(=O)([O-])[O-], C1CCOC1. The product is CCCCCCCCCCCCCCOc1ccc(CN)cc1. As a reaction SMILES: [Al+3:2].[CH2:7]([CH2:8][CH2:9][CH2:10][CH2:11][CH2:12][CH2:13][CH2:14][CH2:15][CH2:16][CH2:17][CH2:18][CH2:19][CH3:20])[O:21][c:22]1[cH:23][cH:24][c:25]([C:26](=[O:27])[NH2:28])[cH:29][cH:30]1.[H-:1].[H-:4].[H-:5].[H-:6].[Li+:3].[Na+:31].[Na+:32].[O-:33][S:34](=[O:35])(=[O:36])[O-:37].[O:38]1[CH2:39][CH2:40][CH2:41][CH2:42]1>>[CH2:7]([CH2:8][CH2:9][CH2:10][CH2:11][CH2:12][CH2:13][CH2:14][CH2:15][CH2:16][CH2:17][CH2:18][CH2:19][CH3:20])[O:21][c:22]1[cH:23][cH:24][c:25]([CH2:26][NH2:28])[cH:29][cH:30]1. Reactants: [N+](=O)([O-])C1=C(C=CC=C1)CC(=O)OC (methyl 2-nitrophenylacetate), S(=O)(=O)([O-])[O-].[Mg+2] (magnesium sulfate), C1(=CC=CC=C1)C (toluene), [H][H] (hydrogen). The reagents and catalysts are [Pd] (palladium-on-charcoal). Run at time 90 minute. Product: CS(=O)(=O)NC1=C(C=CC=C1)CC(=O)OC (methyl 2-(methylsulfonylamino)phenylacetate). As a reaction SMILES: [N+:1]([C:4]1[CH:9]=[CH:8][CH:7]=[CH:6][C:5]=1[CH2:10][C:11]([O:13][CH3:14])=[O:12])([O-])=O.[S:15]([O-:19])([O-])(=O)=[O:16].[Mg+2].[H][H].[C:23]1(C)C=CC=CC=1>[Pd]>[CH3:23][S:15]([NH:1][C:4]1[CH:9]=[CH:8][CH:7]=[CH:6][C:5]=1[CH2:10][C:11]([O:13][CH3:14])=[O:12])(=[O:19])=[O:16] |f:1.2|. Procedure: To a solution of methyl 2-nitrophenylacetate, (6.04 kg) in toluene (100 l) is added anhydrous magnesium sulfate (2.00 kg) and then 5% palladium-on-charcoal (125 g). The mixture is then stirred and hydrogenated, keeping the temperature below 40° by regulation of the stirring rate and input of hydrogen gas. After the addition is complete, the mixture is filtered. The filtrate containing methyl 2-aminophenylacetate is cooled to -20° and triethylamine (3.75 kg) is added all at once with stirring. Th... Reactants: COC(=O)c1cc(OCc2ccccc2)ccc1N, ClCCl, c1ccncc1, O=S(=O)(Cl)c1cccs1. Yields the product COC(=O)c1cc(OCc2ccccc2)ccc1NS(=O)(=O)c1cccs1. Reaction SMILES: [CH2:1]([c:2]1[cH:3][cH:4][cH:5][cH:6][cH:7]1)[O:8][c:9]1[cH:10][cH:11][c:12]([NH2:19])[c:13]([C:14](=[O:15])[O:16][CH3:17])[cH:18]1.[Cl:35][CH2:36][Cl:37].[cH:20]1[cH:21][cH:22][n:23][cH:24][cH:25]1.[s:26]1[c:27]([S:31](=[O:32])(=[O:33])[Cl:34])[cH:28][cH:29][cH:30]1>>[CH2:1]([c:2]1[cH:3][cH:4][cH:5][cH:6][cH:7]1)[O:8][c:9]1[cH:10][cH:11][c:12]([NH:19][S:31]([c:27]2[s:26][cH:30][cH:29][cH:28]2)(=[O:32])=[O:33])[c:13]([C:14](=[O:15])[O:16][CH3:17])[cH:18]1. Starting materials: CC(C)(C)OC(=O)N1CCc2[nH]c3ccccc3c2CC1, [H-], [Na+], CN(C)C=O, O=S(CCCl)c1ccccc1. Yields the product CC(C)(C)OC(=O)N1CCc2c(n(CCS(=O)c3ccccc3)c3ccccc23)CC1. RXN SMILES: [CH2:1]1[CH2:2][N:3]([C:15](=[O:16])[O:17][C:18]([CH3:19])([CH3:20])[CH3:21])[CH2:4][CH2:5][c:6]2[nH:7][c:8]3[cH:9][cH:10][cH:11][cH:12][c:13]3[c:14]21.[H-:34].[Na+:33].[O:35]=[CH:36][N:37]([CH3:38])[CH3:39].[c:22]1([S:28](=[O:29])[CH2:30][CH2:31][Cl:32])[cH:23][cH:24][cH:25][cH:26][cH:27]1>>[CH2:1]1[CH2:2][N:3]([C:15](=[O:16])[O:17][C:18]([CH3:19])([CH3:20])[CH3:21])[CH2:4][CH2:5][c:6]2[n:7]([CH2:31][CH2:30][S:28]([c:22]3[cH:23][cH:24][cH:25][cH:26][cH:27]3)=[O:29])[c:8]3[cH:9][cH:10][cH:11][cH:12][c:13]3[c:14]21.